Dataset: the Open Reaction Database (ORD), a public repository of structured organic reaction records. Task: describe an organic reaction: reactants, conditions, products, and yield Reaction SMILES: [CH3:1][O:2][C:3]([C:4]([c:5]1[cH:6][cH:7][c:8]([O:11][CH2:12][CH:13]=[CH:14][c:15]2[c:16]([CH2:22][O:23][C:24]([C:25]([CH2:26][CH3:27])([CH3:28])[CH3:29])=[O:30])[cH:17][cH:18][cH:19][c:20]2[CH3:21])[cH:9][cH:10]1)=[O:31])=[O:32].[CH3:35][OH:36].[Na+:34].[OH-:33]>>[O:2]=[C:3]([C:4]([c:5]1[cH:6][cH:7][c:8]([O:11][CH2:12][CH:13]=[CH:14][c:15]2[c:16]([CH2:22][O:23][C:24]([C:25]([CH2:26][CH3:27])([CH3:28])[CH3:29])=[O:30])[cH:17][cH:18][cH:19][c:20]2[CH3:21])[cH:9][cH:10]1)=[O:31])[OH:32]. The reactants are CCC(C)(C)C(=O)OCc1cccc(C)c1C=CCOc1ccc(C(=O)C(=O)OC)cc1, CO, [Na+], [OH-]. Product: CCC(C)(C)C(=O)OCc1cccc(C)c1C=CCOc1ccc(C(=O)C(=O)O)cc1. The reactants are [H-].[Na+] (sodium hydride), C(C(C)C)Br (iso-butyl bromide), C(C)(C)(C)P(C(OCC)OCC)=O (tertiary-butyl(diethoxymethyl)-phosphine oxide). Run in O1CCCC1 (tetrahydrofuran), O1CCCC1 (tetrahydrofuran), O1CCCC1 (tetrahydrofuran). Conditions: time 10 minute. Product: C(C)(C)(C)P(C(OCC)OCC)(CC(C)C)=O (tertiary-butyl-(iso-butyl)(diethoxymethyl)phosphine oxide). As a reaction SMILES: [H-].[Na+].[C:3]([PH:7](=[O:15])[CH:8]([O:12][CH2:13][CH3:14])[O:9][CH2:10][CH3:11])([CH3:6])([CH3:5])[CH3:4].[CH2:16](Br)[CH:17]([CH3:19])[CH3:18]>O1CCCC1>[C:3]([P:7](=[O:15])([CH2:16][CH:17]([CH3:19])[CH3:18])[CH:8]([O:12][CH2:13][CH3:14])[O:9][CH2:10][CH3:11])([CH3:5])([CH3:4])[CH3:6] |f:0.1|. Procedure details: Dry sodium hydride (0.42 g) is suspended in 50 ml of dry tetrahydrofuran under an argon atmosphere. To this stirred suspension is added 3.6 g (0.017 mol) of tertiary-butyl(diethoxymethyl)-phosphine oxide dissolved in 25 ml of dry tetrahydrofuran, at room temperature. Stirring is continued for 10 minutes at room temperature, during which time the solid dissolves and a gas is evolved. To the clear solution obtained is added a solution of 2.4 g (0.017 mol) of iso-butyl bromide in 25 ml of dry tetra... The reactants are ClC=1N=CC(=NC1)C(=O)OC (methyl 5-chloropyrazine-2-carboxylate), C([O-])([O-])=O.[Cs+].[Cs+] (cesium carbonate), FC(CO)(F)F (2,2,2-trifluoro-ethanol), O (water). Run in CN(C)C=O (DMF). Conditions: time 72 hour. Yields the product FC(COC=1C=CC(=NC1)C(=O)OC)(F)F (methyl 5-(2,2,2-trifluoroethoxy)pyridine-2-carboxylate). Yield: 44.1%. RXN SMILES: Cl[C:2]1N=[CH:4][C:5]([C:8]([O:10][CH3:11])=[O:9])=[N:6][CH:7]=1.[C:12](=O)([O-])[O-].[Cs+].[Cs+].[F:18][C:19]([F:23])([F:22])[CH2:20][OH:21].O>CN(C=O)C>[F:18][C:19]([F:23])([F:22])[CH2:20][O:21][C:2]1[CH:12]=[CH:4][C:5]([C:8]([O:10][CH3:11])=[O:9])=[N:6][CH:7]=1 |f:1.2.3|. Reported procedure: To a solution of methyl 5-chloropyrazine-2-carboxylate (25 g, 144.87 mmol) in DMF (250 mL) under nitrogen atmosphere is added cesium carbonate (47.2 g, 144.8 mmol) and 2,2,2-trifluoro-ethanol (15.7 mL, 217.3 mmol). The reaction mixture is stirred 72 hours at room temperature. The mixture is poured over water (1 L) and a pale brown solid is collected by filtration. The solid is washed with water and dried under vacuum to a constant weight. The dry crude material is recrystallized twice from a mix... Starting materials: [N+](=O)([O-])C1=CC(=C(C=C1)O)F (4-nitro-2-fluorophenol), C(=O)([O-])[O-].[K+].[K+] (K2CO3), ClC1=C2C(=NC=C1)C=C(S2)I (7-chloro-2-iodothieno[3,2-b]pyridine). The solvent is O(C1=CC=CC=C1)C1=CC=CC=C1 (Ph2O), C(Cl)Cl (DCM). Product: FC1=C(OC2=C3C(=NC=C2)C=C(S3)I)C=CC(=C1)[N+](=O)[O-] (7-(2-Fluoro-4-nitrophenoxy)-2-iodothieno[3,2-b]pyridine). Isolated yield 74.0%. As a reaction SMILES: Cl[C:2]1[CH:7]=[CH:6][N:5]=[C:4]2[CH:8]=[C:9]([I:11])[S:10][C:3]=12.[N+:12]([C:15]1[CH:20]=[CH:19][C:18]([OH:21])=[C:17]([F:22])[CH:16]=1)([O-:14])=[O:13].C([O-])([O-])=O.[K+].[K+]>O(C1C=CC=CC=1)C1C=CC=CC=1.C(Cl)Cl>[F:22][C:17]1[CH:16]=[C:15]([N+:12]([O-:14])=[O:13])[CH:20]=[CH:19][C:18]=1[O:21][C:2]1[CH:7]=[CH:6][N:5]=[C:4]2[CH:8]=[C:9]([I:11])[S:10][C:3]=12 |f:2.3.4|. Procedure details: A mixture of the 7-chloro-2-iodothieno[3,2-b]pyridine (23) (Ragan J. A. et al, Organic Process Research and Development 2003, 7, 676-683) (7.0 g, 23.7 mmol), 2-fluoro-4-nitrophenol (3) (11.15 g, 71.1 mmol), K2CO3 (13.08 g, 94.8 mmol) in Ph2O (30 ml) was heated at 200° C. for 3 h. The reaction mixture was cooled to room temperature, diluted with DCM and filtered; the filtrate was collected and then concentrated. The resultant solid was triturated with diethyl ether, to afford intermediate 24 (7.3... Starting materials: BrCC(=O)C1=CC(=C(C=C1)Cl)S(N)(=O)=O (2-bromo-4'-chloro-3'-sulfamoylacetophenone), C1(CCCC1)CNC(=S)NC (1-cyclopentylmethyl-3-methylthiourea). Yields the product Br.ClC1=C(C=C(C=C1)C1(N(C(SC1)=NCC1CCCC1)C)O)S(N)(=O)=O (4-(4-Chloro-3-sulfamoylphenyl)-2-cyclopentylmethylimino-3-methyl-1,3-thiazolidine-4-ol-hydrobromide). Reaction SMILES: [Br:1][CH2:2][C:3]([C:5]1[CH:10]=[CH:9][C:8]([Cl:11])=[C:7]([S:12](=[O:15])(=[O:14])[NH2:13])[CH:6]=1)=[O:4].[CH:16]1([CH2:21][NH:22][C:23]([NH:25][CH3:26])=[S:24])[CH2:20][CH2:19][CH2:18][CH2:17]1>>[BrH:1].[Cl:11][C:8]1[CH:9]=[CH:10][C:5]([C:3]2([OH:4])[CH2:2][S:24][C:23](=[N:22][CH2:21][CH:16]3[CH2:20][CH2:19][CH2:18][CH2:17]3)[N:25]2[CH3:26])=[CH:6][C:7]=1[S:12](=[O:15])(=[O:14])[NH2:13] |f:2.3|. Procedure: 4.7 g of 2-bromo-4'-chloro-3'-sulfamoylacetophenone were reacted with 2.6 g of 1-cyclopentylmethyl-3-methylthiourea according to the prescription given in Example 23 and the colorless crystalline final product was filtered off. Melting point: 189° C (decomposition). Starting materials: ClC1=CC=C(C=C1)SCl (4-chlorobenzenesulfenylchloride), ice water, [H-].[Na+] (sodium hydride), ClC1=NC=C(C=C1)CN1C(NCC1)=C[N+](=O)[O-] (1-(2-chloro-5-pyridylmethyl)-2-nitromethyleneimidazolidine), [H][H] (hydrogen). The solvent is CN(C=O)C (dimethylformamide). The product is ClC1=NC=C(C=C1)CN1C(NCC1)=C([N+](=O)[O-])SC1=CC=C(C=C1)Cl (1-(2-chloro-5-pyridylmethyl)-2-{(4-chlorophenylthio)nitromethylene}imidazolidine). RXN SMILES: [H-].[Na+].[Cl:3][C:4]1[CH:9]=[CH:8][C:7]([CH2:10][N:11]2[CH2:15][CH2:14][NH:13][C:12]2=[CH:16][N+:17]([O-:19])=[O:18])=[CH:6][N:5]=1.[H][H].[Cl:22][C:23]1[CH:28]=[CH:27][C:26]([S:29]Cl)=[CH:25][CH:24]=1>CN(C)C=O>[Cl:3][C:4]1[CH:9]=[CH:8][C:7]([CH2:10][N:11]2[CH2:15][CH2:14][NH:13][C:12]2=[C:16]([S:29][C:26]2[CH:27]=[CH:28][C:23]([Cl:22])=[CH:24][CH:25]=2)[N+:17]([O-:19])=[O:18])=[CH:6][N:5]=1 |f:0.1|. Procedure: 0.2 g of sodium hydride 60% in oil was added to a solution of 1.3 g of 1-(2-chloro-5-pyridylmethyl)-2-nitromethyleneimidazolidine in 15 ml of dry dimethylformamide, and the mixture was stirred at room temperature until the generation of hydrogen gas ceased. 0.9 g of 4-chlorobenzenesulfenylchloride was then drop into the solution at 0° C. with stirring. After stirring for 1 hour at room temperature, the reaction mixture was poured into ice water. The precipitated crystal was filtered and recrysta... Starting materials: OCCBr, ClCCl, O=C=NS(=O)(=O)Cl. Yields the product O=C1OCCN1S(=O)(=O)Cl. As a reaction SMILES: [Br:1][CH2:2][CH2:3][OH:4].[Cl:12][CH2:13][Cl:14].[Cl:5][S:6](=[O:7])(=[O:8])[N:9]=[C:10]=[O:11]>>[CH2:2]1[CH2:3][O:4][C:10](=[O:11])[N:9]1[S:6]([Cl:5])(=[O:7])=[O:8]. The reactants are O=C(O)C(O)c1ccc(Br)cc1, C[Si](C)(C)C=[N+]=[N-], CCCCCC, c1ccccc1. The product is COC(=O)C(O)c1ccc(Br)cc1. As a reaction SMILES: [Br:14][c:15]1[cH:16][cH:17][c:18]([CH:21]([C:22](=[O:23])[OH:24])[OH:25])[cH:19][cH:20]1.[CH3:1][Si:2]([CH:3]=[N+:4]=[N-:5])([CH3:6])[CH3:7].[CH3:8][CH2:9][CH2:10][CH2:11][CH2:12][CH3:13].[cH:26]1[cH:27][cH:28][cH:29][cH:30][cH:31]1>>[CH3:8][O:23][C:22]([CH:21]([c:18]1[cH:17][cH:16][c:15]([Br:14])[cH:20][cH:19]1)[OH:25])=[O:24]. Starting materials: FC(C(=O)O)(F)F (Trifluoroacetic acid), COC(=O)C1=C(C=CC(=N1)C1=CC=C2CCCN(C2=C1)C(=O)OC(C)(C)C)OS(=O)(=O)C(F)(F)F (tert-butyl 7-(6-(methoxycarbonyl)-5-(trifluoromethylsulfonyloxy)pyridin-2-yl)-3,4-dihydroquinoline-1(2H)-carboxylate). Solvent: C(Cl)Cl (DCM). Run at time 1.5 hour. Yields the product N1CCCC2=CC=C(C=C12)C1=CC=C(C(=N1)C(=O)OC)OS(=O)(=O)C(F)(F)F (methyl 6-(1,2,3,4-tetrahydroquinolin-7-yl)-3-(trifluoromethylsulfonyloxy)picolinate). As a reaction SMILES: FC(F)(F)C(O)=O.[CH3:8][O:9][C:10]([C:12]1[N:17]=[C:16]([C:18]2[CH:27]=[C:26]3[C:21]([CH2:22][CH2:23][CH2:24][N:25]3C(OC(C)(C)C)=O)=[CH:20][CH:19]=2)[CH:15]=[CH:14][C:13]=1[O:35][S:36]([C:39]([F:42])([F:41])[F:40])(=[O:38])=[O:37])=[O:11]>C(Cl)Cl>[NH:25]1[C:26]2[C:21](=[CH:20][CH:19]=[C:18]([C:16]3[N:17]=[C:12]([C:10]([O:9][CH3:8])=[O:11])[C:13]([O:35][S:36]([C:39]([F:41])([F:42])[F:40])(=[O:38])=[O:37])=[CH:14][CH:15]=3)[CH:27]=2)[CH2:22][CH2:23][CH2:24]1. Reported procedure: Trifluoroacetic acid (18 mL) was added to tert-butyl 7-(6-(methoxycarbonyl)-5-(trifluoromethylsulfonyloxy)pyridin-2-yl)-3,4-dihydroquinoline-1(2H)-carboxylate (29E) (2.00 g, 3.9 mmol) in anhydrous DCM (25 mL). The reaction mixture was stirred at rt for 1.5 hours, concentrated under reduced pressure, diluted with DCM, and washed with saturated NaHCO3. The aqueous phase was extracted with DCM. The combined organic phases were dried over MgSO4, filtered, and concentrated under reduced pressure to p... Starting materials: ClC1=C(C=C(C=C1)OC1=C(C#N)C=C(C=C1)COC1=CC(NC=C1)=O)C(F)(F)F (2-{[4-Chloro-3-(trifluoromethyl)phenyl]oxy}-5-{[(2-oxo-1,2-dihydro-4-pyridinyl)oxy]methyl}benzonitrile), [H-].[Na+] (Sodium hydride), ClCC=1C=NN(C1)C (4-(chloromethyl)-1-methyl-1H-pyrazole). Solvent: CN(C=O)C (N,N-dimethylformamide). Reaction conditions: time 10 minute. Product: ClC1=C(C=C(C=C1)OC1=C(C#N)C=C(C=C1)COC1=CC(N(C=C1)CC=1C=NN(C1)C)=O)C(F)(F)F (2-{[4-Chloro-3-(trifluoromethyl)phenyl]oxy}-5-[({1-[(1-methyl-1H-pyrazol-4-yl)methyl]-2-oxo-1,2-dihydro-4-pyridinyl}oxy)methyl]benzonitrile). Isolated yield 18.5%. RXN SMILES: [Cl:1][C:2]1[CH:7]=[CH:6][C:5]([O:8][C:9]2[CH:16]=[CH:15][C:14]([CH2:17][O:18][C:19]3[CH:24]=[CH:23][NH:22][C:21](=[O:25])[CH:20]=3)=[CH:13][C:10]=2[C:11]#[N:12])=[CH:4][C:3]=1[C:26]([F:29])([F:28])[F:27].[H-].[Na+].Cl[CH2:33][C:34]1[CH:35]=[N:36][N:37]([CH3:39])[CH:38]=1>CN(C)C=O>[Cl:1][C:2]1[CH:7]=[CH:6][C:5]([O:8][C:9]2[CH:16]=[CH:15][C:14]([CH2:17][O:18][C:19]3[CH:24]=[CH:23][N:22]([CH2:33][C:34]4[CH:35]=[N:36][N:37]([CH3:39])[CH:38]=4)[C:21](=[O:25])[CH:20]=3)=[CH:13][C:10]=2[C:11]#[N:12])=[CH:4][C:3]=1[C:26]([F:29])([F:27])[F:28] |f:1.2|. Procedure details: To a solution of 2-{[4-Chloro-3-(trifluoromethyl)phenyl]oxy}-5-{[(2-oxo-1,2-dihydro-4-pyridinyl)oxy]methyl}benzonitrile (60 mg, 0.143 mmol) in N,N-dimethylformamide (2 mL) was added Sodium hydride (40 mg, 1.00 mmol) at rt in one portion. After stirring at rt for 10 min, 4-(chloromethyl)-1-methyl-1H-pyrazole (40 mg, 0.306 mmol) was added. The reaction mixture was heated at 60° C. in the microwave for 30 min, then quenched by addition of methanol, concentrated. Purification via Biotage-C18 system ...